Dataset: the Open Reaction Database (ORD), a public repository of structured organic reaction records. Task: describe an organic reaction: reactants, conditions, products, and yield Reactants: CO, C[O-], O=[N+]([O-])c1cccnc1Cl, [Na+]. Yields the product COc1ncccc1[N+](=O)[O-]. Reaction SMILES: [CH3:14][OH:15].[CH3:1][O-:2].[Cl:4][c:5]1[n:6][cH:7][cH:8][cH:9][c:10]1[N+:11](=[O:12])[O-:13].[Na+:3]>>[CH3:1][O:2][c:5]1[n:6][cH:7][cH:8][cH:9][c:10]1[N+:11](=[O:12])[O-:13]. Starting materials: [F-].C(CCC)[N+](CCCC)(CCCC)CCCC (Tetrabutylammonium fluoride), ClCCN(C(OC(C)(C)C)=O)CC=1N(C=CN1)COCC[Si](C)(C)C (1,1-dimethylethyl N-(2-chloroethyl)-N-(1-{[2-(trimethylsilyl)ethoxy]methyl}-1H-imidazole-2-ylmethyl)carbamate), [F-].C(CCC)[N+](CCCC)(CCCC)CCCC (tetrabutylammonium fluoride). The solvent is O1CCCC1 (tetrahydrofuran). Product: N=1C=CN2C1CN(CC2)C(=O)OC(C)(C)C (1,1-Dimethylethyl 5,6,7,8-Tetrahydroimidazo[1,2-a]pyrazin-7-carboxylate). The yield is 34.8%. Reaction SMILES: [F-].C([N+](CCCC)(CCCC)CCCC)CCC.ClC[CH2:21][N:22]([CH2:30][C:31]1[N:32]([CH2:36]OCC[Si](C)(C)C)[CH:33]=[CH:34][N:35]=1)[C:23](=[O:29])[O:24][C:25]([CH3:28])([CH3:27])[CH3:26]>O1CCCC1>[N:35]1[CH:34]=[CH:33][N:32]2[CH2:36][CH2:21][N:22]([C:23]([O:24][C:25]([CH3:26])([CH3:27])[CH3:28])=[O:29])[CH2:30][C:31]=12 |f:0.1|. Procedure: Tetrabutylammonium fluoride (1M in tetrahydrofuran, 7.1 mL, 7.1 mmol) was added to a solution of 1,1-dimethylethyl N-(2-chloroethyl)-N-(1-{[2-(trimethylsilyl)ethoxy]methyl}-1H-imidazole-2-ylmethyl)carbamate (Description 162, 2.52 g, 6.5 mmol) in tetrahydrofuran (50 mL) and the mixture was heated under reflux for 1.5 hours. Further tetrabutylammonium fluoride (1M in tetrahydrofuran, 7.1 mL, 7.1 mmol) was added and the mixture was heated under reflux for 20 hours. The mixture was cooled and the so... Reactants: Cl (HCl), C(C1=CC=CC=C1)OCC1CCN(CC1)CC=1C(=NC(=NC1)C)N ([5-(4-benzyloxymethyl-piperidin-1-ylmethyl)-2-methyl-pyrimidin-4-yl]-amine), C(C)OCC (diethyl ether). The solvent is CO (methanol). Yields the product Cl.Cl.C(C1=CC=CC=C1)OCC1CCN(CC1)CC=1C(=NC(=NC1)C)N ([5-(4-benzyloxymethyl-piperidin-1-ylmethyl)-2-methyl-pyrimidin-4-yl]-amine dihydrochloride). The yield is 47.0%. RXN SMILES: [CH2:1]([O:8][CH2:9][CH:10]1[CH2:15][CH2:14][N:13]([CH2:16][C:17]2[C:18]([NH2:24])=[N:19][C:20]([CH3:23])=[N:21][CH:22]=2)[CH2:12][CH2:11]1)[C:2]1[CH:7]=[CH:6][CH:5]=[CH:4][CH:3]=1.[ClH:25].C(OCC)C>CO>[ClH:25].[ClH:25].[CH2:1]([O:8][CH2:9][CH:10]1[CH2:15][CH2:14][N:13]([CH2:16][C:17]2[C:18]([NH2:24])=[N:19][C:20]([CH3:23])=[N:21][CH:22]=2)[CH2:12][CH2:11]1)[C:2]1[CH:7]=[CH:6][CH:5]=[CH:4][CH:3]=1 |f:4.5.6|. Procedure details: 0.076 g (0.000233 mol) of [5-(4-benzyloxymethyl-piperidin-1-ylmethyl)-2-methyl-pyrimidin-4-yl]-amine was dissolved in 1.2 ml of methanol and treated with 1.1 ml of 2.1M methanolic HCl. After adding some diethyl ether a colourless precipitate separated. This was filtered off under suction, washed and dried in a high vacuum. 0.044 g (47%) of [5-(4-benzyloxymethyl-piperidin-1-ylmethyl)-2-methyl-pyrimidin-4-yl]-amine dihydrochloride was obtained as colourless crystals; m.p. >247° (dec.). Starting materials: N[C@@H]1CC[C@H](CC1)NC=1C=C(C=2N(N1)C(=CN2)C(=O)N)N(C2=CC=CC=C2)CC2=CC=C(C=C2)OC (6-((trans)-4-aminocyclohexylamino)-8-((4-methoxybenzyl)(phenyl)amino)imidazo[1,2-b]pyridazine-3-carboxamide), 1b. Run in FC(C(=O)O)(F)F (trifluoracetic acid). Conditions: temperature 50 celsius. Yields the product N[C@@H]1CC[C@H](CC1)NC=1C=C(C=2N(N1)C(=CN2)C(=O)N)NC2=CC=CC=C2 (6-((trans-4-aminocyclohexyl)amino)-8-anilinoimidazo[1,2-b]pyridazine-3-carboxamide). RXN SMILES: [NH2:1][C@H:2]1[CH2:7][CH2:6][C@H:5]([NH:8][C:9]2[CH:10]=[C:11]([N:21](CC3C=CC(OC)=CC=3)[C:22]3[CH:27]=[CH:26][CH:25]=[CH:24][CH:23]=3)[C:12]3[N:13]([C:15]([C:18]([NH2:20])=[O:19])=[CH:16][N:17]=3)[N:14]=2)[CH2:4][CH2:3]1>FC(F)(F)C(O)=O>[NH2:1][C@H:2]1[CH2:7][CH2:6][C@H:5]([NH:8][C:9]2[CH:10]=[C:11]([NH:21][C:22]3[CH:23]=[CH:24][CH:25]=[CH:26][CH:27]=3)[C:12]3[N:13]([C:15]([C:18]([NH2:20])=[O:19])=[CH:16][N:17]=3)[N:14]=2)[CH2:4][CH2:3]1. Procedure: Crude 6-((trans)-4-aminocyclohexylamino)-8-((4-methoxybenzyl)(phenyl)amino)imidazo[1,2-b]pyridazine-3-carboxamide from 1b was suspended in trifluoracetic acid (1 mL) and heated to 50° C. for 2 h. The mixture was cooled to room temperature and the trifluoractic acid was evaporated under a stream of nitrogen. The residue was suspended in methanol, filtered to remove solids and purified by prep HPLC to provide 2.1 mg of the titled compound as a TFA salt. MS m/e 366 (M+1); 1H NMR (MeOH, δ) 8.1 (1H, ... The reactants are CB1OB(OB(O1)C)C (trimethylboroxin), CB1OB(OB(O1)C)C (trimethylboroxin), BrC1=C(C=C(C=C1)C(F)(F)F)S(=O)(=O)N1C[C@@H](N(CC1)C(=O)OC(C)(C)C)C (1,1-dimethylethyl(2S)-4-{[2-bromo-5-(trifluoromethyl)phenyl]sulfonyl}-2-methyl-1-piperazinecarboxylate), C([O-])([O-])=O.[K+].[K+] (potassium carbonate). Reagents/catalysts: C=1C=CC(=CC1)[P](C=2C=CC=CC2)(C=3C=CC=CC3)[Pd]([P](C=4C=CC=CC4)(C=5C=CC=CC5)C=6C=CC=CC6)([P](C=7C=CC=CC7)(C=8C=CC=CC8)C=9C=CC=CC9)[P](C=1C=CC=CC1)(C=1C=CC=CC1)C=1C=CC=CC1 (Pd(PPh3)4). Run in O1CCOCC1 (1,4-dioxane). Run at temperature 100 celsius. Yields the product C[C@@H]1N(CCN(C1)S(=O)(=O)C1=C(C=CC(=C1)C(F)(F)F)C)C(=O)OC(C)(C)C (1,1-dimethylethyl(2S)-2-methyl-4-{[2-methyl-5-(trifluoromethyl)phenyl]sulfonyl}-1-piperazinecarboxylate). RXN SMILES: Br[C:2]1[CH:7]=[CH:6][C:5]([C:8]([F:11])([F:10])[F:9])=[CH:4][C:3]=1[S:12]([N:15]1[CH2:20][CH2:19][N:18]([C:21]([O:23][C:24]([CH3:27])([CH3:26])[CH3:25])=[O:22])[C@@H:17]([CH3:28])[CH2:16]1)(=[O:14])=[O:13].[C:29](=O)([O-])[O-].[K+].[K+].CB1OB(C)OB(C)O1>O1CCOCC1.C1C=CC([P]([Pd]([P](C2C=CC=CC=2)(C2C=CC=CC=2)C2C=CC=CC=2)([P](C2C=CC=CC=2)(C2C=CC=CC=2)C2C=CC=CC=2)[P](C2C=CC=CC=2)(C2C=CC=CC=2)C2C=CC=CC=2)(C2C=CC=CC=2)C2C=CC=CC=2)=CC=1>[CH3:28][C@H:17]1[CH2:16][N:15]([S:12]([C:3]2[CH:4]=[C:5]([C:8]([F:11])([F:10])[F:9])[CH:6]=[CH:7][C:2]=2[CH3:29])(=[O:14])=[O:13])[CH2:20][CH2:19][N:18]1[C:21]([O:23][C:24]([CH3:27])([CH3:26])[CH3:25])=[O:22] |f:1.2.3,^1:53,55,74,93|. Procedure details: 1,1-dimethylethyl(2S)-4-{[2-bromo-5-(trifluoromethyl)phenyl]sulfonyl}-2-methyl-1-piperazinecarboxylate (may be prepared as described in Description 19) (2.5 g, 5.13 mmol), potassium carbonate (1.134 g, 8.21 mmol) in 1,4-dioxane (80 ml) were stirred for 5 min then trimethylboroxin (1.142 ml, 8.21 mmol) and Pd(PPh3)4 (0.593 g, 0.513 mmol) were added and the reaction mixture heated at 100° C. for 1.5 h. Further trimethylboroxin (0.5 mL) was added and the reaction heated for 30 min before it was all... Reactants: ClCCl, CC(C)(C)[Si](C)(C)OCC1C(CO[Si](C)(C)C(C)(C)C)C12CO2, [I-], [Li+]. Yields the product CC(C)(C)[Si](C)(C)OCC1CC(=O)C1CO[Si](C)(C)C(C)(C)C. Reaction SMILES: [CH2:26]([Cl:27])[Cl:28].[CH3:1][C:2]([CH3:3])([CH3:4])[Si:5]([O:6][CH2:7][CH:8]1[C:9]2([CH2:10][O:11]2)[CH:12]1[CH2:13][O:14][Si:15]([CH3:16])([CH3:17])[C:18]([CH3:19])([CH3:20])[CH3:21])([CH3:22])[CH3:23].[I-:24].[Li+:25]>>[CH3:1][C:2]([CH3:3])([CH3:4])[Si:5]([O:6][CH2:7][CH:8]1[C:9](=[O:11])[CH2:10][CH:12]1[CH2:13][O:14][Si:15]([CH3:16])([CH3:17])[C:18]([CH3:19])([CH3:20])[CH3:21])([CH3:22])[CH3:23]. The reactants are CC=1NC(=C(C(C1C(=O)OCCOCC1=CC=CC=C1)C1=CC(=CC=C1)[N+](=O)[O-])C(=O)OCC)C=O (2-benzyloxyethyl 2-methyl-4-(3-nitrophenyl)-5-ethoxycarbonyl-6-formyl-1,4-dihydropyridine-3-carboxylate), Cl.NO (hydroxylamine hydrochloride), C(C)(=O)[O-].[Na+] (sodium acetate). Run in C(C)(=O)O (acetic acid). Yields the product CC=1NC(=C(C(C1C(=O)OCCOCC1=CC=CC=C1)C1=CC(=CC=C1)[N+](=O)[O-])C(=O)OCC)C=NO (2-benzyloxyethyl 2-methyl-4-(3-nitrophenyl)-5-ethoxycarbonyl-6-hydroxyiminomethyl-1,4-dihydropyridine-3-carboxylate). RXN SMILES: [CH3:1][C:2]1[NH:3][C:4]([CH:35]=O)=[C:5]([C:30]([O:32][CH2:33][CH3:34])=[O:31])[CH:6]([C:21]2[CH:26]=[CH:25][CH:24]=[C:23]([N+:27]([O-:29])=[O:28])[CH:22]=2)[C:7]=1[C:8]([O:10][CH2:11][CH2:12][O:13][CH2:14][C:15]1[CH:20]=[CH:19][CH:18]=[CH:17][CH:16]=1)=[O:9].Cl.[NH2:38][OH:39].C([O-])(=O)C.[Na+]>C(O)(=O)C>[CH3:1][C:2]1[NH:3][C:4]([CH:35]=[N:38][OH:39])=[C:5]([C:30]([O:32][CH2:33][CH3:34])=[O:31])[CH:6]([C:21]2[CH:26]=[CH:25][CH:24]=[C:23]([N+:27]([O-:29])=[O:28])[CH:22]=2)[C:7]=1[C:8]([O:10][CH2:11][CH2:12][O:13][CH2:14][C:15]1[CH:16]=[CH:17][CH:18]=[CH:19][CH:20]=1)=[O:9] |f:1.2,3.4|. Procedure details: A mixture of 2-benzyloxyethyl 2-methyl-4-(3-nitrophenyl)-5-ethoxycarbonyl-6-formyl-1,4-dihydropyridine-3-carboxylate (2.44 g), hydroxylamine hydrochloride (377 mg) and sodium acetate (526 mg) in acetic acid (15 ml) was stirred at room temperature for an hour to form 2-benzyloxyethyl 2-methyl-4-(3-nitrophenyl)-5-ethoxycarbonyl-6-hydroxyiminomethyl-1,4-dihydropyridine-3-carboxylate. To the reaction mixture was added acetic anhydride (1.66 g) and the mixture was stirred at room temperature for an h...